This data is from the Open Reaction Database (ORD), a public repository of structured organic reaction records. The task is: describe an organic reaction: reactants, conditions, products, and yield Starting materials: CC(=O)O, NCCCOc1c2[nH]c3ccc(Cl)cc3c2cc2c1[nH]c1ccc(Cl)cc12, ClCCCl, O=Cc1c[nH]c2ccccc12. Product: Clc1ccc2[nH]c3c(OCCCNCc4c[nH]c5ccccc45)c4[nH]c5ccc(Cl)cc5c4cc3c2c1. Reaction SMILES: [C:39]([OH:40])(=[O:41])[CH3:42].[Cl:1][c:2]1[cH:3][c:4]2[c:5]3[cH:6][c:7]4[c:8]([c:9]([O:15][CH2:16][CH2:17][CH2:18][NH2:19])[c:10]3[nH:11][c:12]2[cH:13][cH:14]1)[nH:20][c:21]1[cH:22][cH:23][c:24]([Cl:27])[cH:25][c:26]41.[Cl:43][CH2:44][CH2:45][Cl:46].[nH:28]1[cH:29][c:30]([CH:37]=[O:38])[c:31]2[cH:32][cH:33][cH:34][cH:35][c:36]12>>[Cl:1][c:2]1[cH:3][c:4]2[c:5]3[cH:6][c:7]4[c:8]([c:9]([O:15][CH2:16][CH2:17][CH2:18][NH:19][CH2:37][c:30]5[cH:29][nH:28][c:36]6[c:31]5[cH:32][cH:33][cH:34][cH:35]6)[c:10]3[nH:11][c:12]2[cH:13][cH:14]1)[nH:20][c:21]1[cH:22][cH:23][c:24]([Cl:27])[cH:25][c:26]41. Reactants: Cc1oc(-c2ccccc2)nc1CCOc1ccc(C=O)cc1, CCOC(=O)CP(=O)(OCC)OCC, Cl, [H-], [Na+], C1CCOC1. Product: CCOC(=O)C=Cc1ccc(OCCc2nc(-c3ccccc3)oc2C)cc1. As a reaction SMILES: [CH3:17][c:18]1[c:19]([CH2:29][CH2:30][O:31][c:32]2[cH:33][cH:34][c:35]([CH:36]=[O:37])[cH:38][cH:39]2)[n:20][c:21](-[c:23]2[cH:24][cH:25][cH:26][cH:27][cH:28]2)[o:22]1.[CH3:3][CH2:4][O:5][C:6](=[O:7])[CH2:8][P:9]([O:10][CH2:11][CH3:12])([O:13][CH2:14][CH3:15])=[O:16].[ClH:40].[H-:1].[Na+:2].[O:41]1[CH2:42][CH2:43][CH2:44][CH2:45]1>>[CH3:3][CH2:4][O:5][C:6](=[O:7])[CH:8]=[CH:36][c:35]1[cH:34][cH:33][c:32]([O:31][CH2:30][CH2:29][c:19]2[c:18]([CH3:17])[o:22][c:21](-[c:23]3[cH:24][cH:25][cH:26][cH:27][cH:28]3)[n:20]2)[cH:39][cH:38]1.